Dataset: the Open Reaction Database (ORD), a public repository of structured organic reaction records. Task: describe an organic reaction: reactants, conditions, products, and yield Reactants: Cc1oc(-c2ccccc2)nc1CCOS(C)(=O)=O, CO, N. Product: Cc1oc(-c2ccccc2)nc1CC[NH3+], CS(=O)(=O)O. RXN SMILES: [CH3:1][c:2]1[c:3]([CH2:13][CH2:14][O:15][S:16](=[O:17])(=[O:18])[CH3:19])[n:4][c:5](-[c:7]2[cH:8][cH:9][cH:10][cH:11][cH:12]2)[o:6]1.[CH3:21][OH:22].[NH3:20]>>[CH3:1][c:2]1[c:3]([CH2:13][CH2:14][NH3+:20])[n:4][c:5](-[c:7]2[cH:8][cH:9][cH:10][cH:11][cH:12]2)[o:6]1.[O:15]=[S:16](=[O:17])([OH:18])[CH3:19]. Reactants: Cl.NCC=1C=C(C(C(=O)OC)=CC1)O (Methyl 4-aminomethylsalicylate hydrochloride), C(C)(C)N(C(C)C)CC (N,N-diisopropylethylamine), C1(CCC(N1OC(CCCCCNC(=O)OC(C)(C)C)=O)=O)=O (N-tert-butoxycarbonyl-6-aminohexanoic acid succinimidyl ester). Run in CN(C=O)C (N,N-dimethylformamide). Run at time 18 hour. The product is C(C)(C)(C)OC(=O)NCCCCCC(=O)C1=C(C(C(=O)OC)=CC=C1)OCN (methyl (N-tert-butoxycarbonyl-6-aminohexanoyl)-aminomethylsalicylate). Isolated yield 80.0%. RXN SMILES: Cl.NC[C:4]1[CH:5]=[C:6]([OH:14])[C:7](=[CH:12][CH:13]=1)[C:8]([O:10][CH3:11])=[O:9].[CH:15]([N:18](CC)C(C)C)(C)C.C1(=O)N([O:29][C:30](=O)[CH2:31][CH2:32][CH2:33][CH2:34][CH2:35][NH:36][C:37]([O:39][C:40]([CH3:43])([CH3:42])[CH3:41])=[O:38])C(=O)CC1>CN(C)C=O>[C:40]([O:39][C:37]([NH:36][CH2:35][CH2:34][CH2:33][CH2:32][CH2:31][C:30]([C:5]1[CH:4]=[CH:13][CH:12]=[C:7]([C:8]([O:10][CH3:11])=[O:9])[C:6]=1[O:14][CH2:15][NH2:18])=[O:29])=[O:38])([CH3:43])([CH3:42])[CH3:41] |f:0.1|. Procedure details: Methyl 4-aminomethylsalicylate hydrochloride (2.25 g, 10.3 mmoles) was suspended in anhydrous N,N-dimethylformamide (30 mL), and N,N-diisopropylethylamine (3.6 mL, 20.7 mmoles) was added, followed by N-tert-butoxycarbonyl-6-aminohexanoic acid succinimidyl ester (3.38 g, 10.3 mmoles). The mixture was stirred under dry nitrogen for 18 hours, during which time all solids dissolved. The solvent was then evaporated to leave a light brown syrup, which was partitioned between ethyl acetate (100 mL) and... The reactants are [F-].[Na+] (Sodium fluoride), C(C1=CC=CC=C1)OC1=CC=C(S1)C#N (5-benzyloxy-thiophene-2-carbonitrile), crude product, Example 81, [H-].[Al+3].[Li+].[H-].[H-].[H-] (lithium aluminum hydride). Product: C(C1=CC=CC=C1)OC1=CC=C(S1)CN (C-(5-benzyloxy-thiophen-2-yl)methylamine). The solvent is O1CCCC1 (tetrahydrofuran), O1CCCC1 (tetrahydrofuran). Reaction SMILES: [CH2:1]([O:8][C:9]1[S:13][C:12]([C:14]#[N:15])=[CH:11][CH:10]=1)[C:2]1[CH:7]=[CH:6][CH:5]=[CH:4][CH:3]=1.[H-].[Al+3].[Li+].[H-].[H-].[H-].[F-].[Na+]>O1CCCC1>[CH2:1]([O:8][C:9]1[S:13][C:12]([CH2:14][NH2:15])=[CH:11][CH:10]=1)[C:2]1[CH:3]=[CH:4][CH:5]=[CH:6][CH:7]=1 |f:1.2.3.4.5.6,7.8|. Procedure: To a solution of 5-benzyloxy-thiophene-2-carbonitrile described in Preparation Example 81 (30 mg, 0.14 mmol) in tetrahydrofuran (3 mL) was added lithium aluminum hydride (21 mg, 0.557 mmol), which was then stirred for 1.5 hours at room temperature. Sodium fluoride (240 mg, 5.72 mmol) was added to the reaction mixture, which was stirred for 2 hours, then, on an ice bath, 10% hydrous tetrahydrofuran (2 mL) was added. The reaction mixture was filtered through Celite pad, the filtrate was concentrat... Conditions: time 1.5 hour. Starting materials: [N+](=O)([O-])[O-].[Ag+] (AgNO3), N[C@@H](C=O)[C@@H](O)[C@H](O)[C@H](O)C(=O)O (2-amino-2-deoxy-glucuronic acid). The solvent is O (water), [OH-].[K+] (KOH), O (water). Yields the product N[C@@H](C=O)[C@@H](O)[C@H](O)[C@H](O)C(=O)[O-].[Ag+] (silver 2-amino-2-deoxy-glucuronate). Yield: 80.0%. RXN SMILES: [NH2:1][C@H:2]([C@H:5]([C@@H:7]([C@@H:9]([C:11]([OH:13])=[O:12])[OH:10])[OH:8])[OH:6])[CH:3]=[O:4].[N+]([O-])([O-])=O.[Ag+:18]>[OH-].[K+].O>[NH2:1][C@H:2]([C@H:5]([C@@H:7]([C@@H:9]([C:11]([O-:13])=[O:12])[OH:10])[OH:8])[OH:6])[CH:3]=[O:4].[Ag+:18] |f:1.2,3.4,6.7|. Procedure details: 2.31 Grams of 2-amino-2-deoxy-glucuronic acid was dissolved in a solution of 0.85 g of KOH in 200 ml of water. A solution of 2.035 g of AgNO3 in 100 ml of water was added to the former solution to precipitate the silver salt (Yield about 80%). Starting materials: C([O-])([O-])=O.[Na+].[Na+] (Sodium carbonate), COCCOC (1,2-Dimethoxyethane), BrC=1C=NC=NC1 (5-bromopyrimidine), C(C)(C)(C)OC(=O)N1C(=CC2=CC=C(C=C12)OC)B(O)O ([1-(tert-butoxycarbonyl)-6-methoxy-1H-indol-2-yl]boronic acid). The reagents and catalysts are [Pd].C1(=CC=CC=C1)P(C1=CC=CC=C1)C1=CC=CC=C1.C1(=CC=CC=C1)P(C1=CC=CC=C1)C1=CC=CC=C1.C1(=CC=CC=C1)P(C1=CC=CC=C1)C1=CC=CC=C1.C1(=CC=CC=C1)P(C1=CC=CC=C1)C1=CC=CC=C1 (tetrakis(triphenylphosphine)-palladium(0)). Run in [Cl-].[Na+].O (brine), O (water), O (water). Conditions: temperature 100 celsius, time 1 hour. Yields the product COC1=CC=C2C=C(N(C2=C1)C(=O)OC(C)(C)C)C=1C=NC=NC1 (Tert-Butyl 6-methoxy-2-pyrimidin-5-yl-1H-indole-1-carboxylate). Isolated yield 54.6%. Reaction SMILES: C(=O)([O-])[O-].[Na+].[Na+].COCCOC.Br[C:14]1[CH:15]=[N:16][CH:17]=[N:18][CH:19]=1.[C:20]([O:24][C:25]([N:27]1[C:35]2[C:30](=[CH:31][CH:32]=[C:33]([O:36][CH3:37])[CH:34]=2)[CH:29]=[C:28]1B(O)O)=[O:26])([CH3:23])([CH3:22])[CH3:21]>O.[Cl-].[Na+].O.[Pd].C1(P(C2C=CC=CC=2)C2C=CC=CC=2)C=CC=CC=1.C1(P(C2C=CC=CC=2)C2C=CC=CC=2)C=CC=CC=1.C1(P(C2C=CC=CC=2)C2C=CC=CC=2)C=CC=CC=1.C1(P(C2C=CC=CC=2)C2C=CC=CC=2)C=CC=CC=1>[CH3:37][O:36][C:33]1[CH:34]=[C:35]2[C:30]([CH:29]=[C:28]([C:14]3[CH:15]=[N:16][CH:17]=[N:18][CH:19]=3)[N:27]2[C:25]([O:24][C:20]([CH3:23])([CH3:22])[CH3:21])=[O:26])=[CH:31][CH:32]=1 |f:0.1.2,7.8.9,10.11.12.13.14|. Reported procedure: Sodium carbonate (364 mg) was dissolved in water (3.44 mL). 1,2-Dimethoxyethane (13.7 mL), 5-bromopyrimidine (273 mg), [1-(tert-butoxycarbonyl)-6-methoxy-1H-indol-2-yl]boronic acid (500 mg) and tetrakis(triphenylphosphine)-palladium(0) (99.2 mg) were added thereto, and the mixture was stirred at 100° C. for 1 hour under microwave irradiation. The reaction mixture was left to be cooled. To the reaction mixture was added a mixed solution of water and saturated brine (each 10 mL), followed by extra... Starting materials: Cl (hydrogen chloride), C(C)(C)(C)OC(=O)N1CCN(CC1)CC=1C=NC(=CC1)NC1=NC=C(C(=N1)C1=CC2=C(N=C(N2C(C)C)C)C(=C1)F)F (4-{6-[5-fluoro-4-(7-fluoro-3-isopropyl-2-methyl-3H-benzoimidazol-5-yl)-pyrimidin-2-ylamino]-pyridin-3-ylmethyl}-piperazine-1-carboxylic acid tert-butyl ester). The solvent is O1CCOCC1 (dioxane), C(Cl)Cl (DCM), CO (methanol). Run at time 10 minute. Product: FC=1C(=NC(=NC1)NC1=NC=C(C=C1)CN1CCNCC1)C1=CC2=C(N=C(N2C(C)C)C)C(=C1)F ([5-Fluoro-4-(7-fluoro-3-isopropyl-2-methyl-3H-benzoimidazol-5-yl)-pyrimidin-2-yl]-(5-piperazin-1-ylmethyl-pyridin-2-yl)-amine). Yield: 96.7%. Reaction SMILES: C(OC([N:8]1[CH2:13][CH2:12][N:11]([CH2:14][C:15]2[CH:16]=[N:17][C:18]([NH:21][C:22]3[N:27]=[C:26]([C:28]4[CH:40]=[C:39]([F:41])[C:31]5[N:32]=[C:33]([CH3:38])[N:34]([CH:35]([CH3:37])[CH3:36])[C:30]=5[CH:29]=4)[C:25]([F:42])=[CH:24][N:23]=3)=[CH:19][CH:20]=2)[CH2:10][CH2:9]1)=O)(C)(C)C.Cl>C(Cl)Cl.CO.O1CCOCC1>[F:42][C:25]1[C:26]([C:28]2[CH:40]=[C:39]([F:41])[C:31]3[N:32]=[C:33]([CH3:38])[N:34]([CH:35]([CH3:37])[CH3:36])[C:30]=3[CH:29]=2)=[N:27][C:22]([NH:21][C:18]2[CH:19]=[CH:20][C:15]([CH2:14][N:11]3[CH2:10][CH2:9][NH:8][CH2:13][CH2:12]3)=[CH:16][N:17]=2)=[N:23][CH:24]=1. Reported procedure: To a mixture of 4-{6-[5-fluoro-4-(7-fluoro-3-isopropyl-2-methyl-3H-benzoimidazol-5-yl)-pyrimidin-2-ylamino]-pyridin-3-ylmethyl}-piperazine-1-carboxylic acid tert-butyl ester (150 mg) in DCM (10 mL) and methanol (10 mL) add hydrogen chloride 4M in dioxane (194 μL). Stir 10 min and remove the solvent under vacuum. Purify by strong cation exchange cartridge (SCX) eluting with methanol and then methanol-NH3 2M followed by silica gel column chromatography eluting with DCM/methanol-NH3 2M (3%) to affo... Starting materials: Brc1ccc(Br)nc1, CON(C)C(=O)C1CCN(C(=O)OC(C)(C)C)C1, [Li]CCCC, Cc1ccccc1. The product is CC(C)(C)OC(=O)N1CCC(C(=O)c2ccc(Br)cn2)C1. RXN SMILES: [Br:6][c:7]1[n:8][cH:9][c:10]([Br:13])[cH:11][cH:12]1.[C:14]([CH3:15])([CH3:16])([CH3:17])[O:18][C:19](=[O:20])[N:21]1[CH2:22][CH:23]([C:26]([N:27]([O:28][CH3:29])[CH3:30])=[O:31])[CH2:24][CH2:25]1.[CH3:1][CH2:2][CH2:3][CH2:4][Li:5].[CH3:32][c:33]1[cH:34][cH:35][cH:36][cH:37][cH:38]1>>[c:7]1([C:26]([CH:23]2[CH2:22][N:21]([C:19]([O:18][C:14]([CH3:15])([CH3:16])[CH3:17])=[O:20])[CH2:25][CH2:24]2)=[O:31])[n:8][cH:9][c:10]([Br:13])[cH:11][cH:12]1.